This data is from the Open Reaction Database (ORD), a public repository of structured organic reaction records. The task is: describe an organic reaction: reactants, conditions, products, and yield The reactants are ClC(C(OCC=C)=N)(Cl)Cl (allyl trichloroacetimidate), COC([C@@H](NC(=O)OCC1=CC=CC=C1)CO)=O (N-(benzyloxycarbonyl)-L-serine methyl ester), acid. Solvent: C(Cl)Cl (methylene chloride), C(Cl)Cl.C1CCCCC1 (methylene chloride cyclohexane). Run at time 5 hour. Product: COC([C@@H](NC(=O)OCC1=CC=CC=C1)COCC=C)=O (N-(benzyloxycarbonyl)-O-2-propenyl-L-serine methyl ester). Reaction SMILES: [CH3:1][O:2][C:3](=[O:18])[C@H:4]([CH2:16][OH:17])[NH:5][C:6]([O:8][CH2:9][C:10]1[CH:15]=[CH:14][CH:13]=[CH:12][CH:11]=1)=[O:7].ClC(Cl)(Cl)C(=N)O[CH2:23][CH:24]=[CH2:25]>C(Cl)Cl.C1CCCCC1.C(Cl)Cl>[CH3:1][O:2][C:3](=[O:18])[C@H:4]([CH2:16][O:17][CH2:25][CH:24]=[CH2:23])[NH:5][C:6]([O:8][CH2:9][C:10]1[CH:15]=[CH:14][CH:13]=[CH:12][CH:11]=1)=[O:7] |f:2.3|. Procedure details: Dissolve N-(benzyloxycarbonyl)-L-serine methyl ester (63 mmol) in methylene chloride/cyclohexane (1:1, 600 mL). Add allyl trichloroacetimidate (26 g, 128 mmol) and trifluroromethanesulfonic acid (5 mL, 56.6 mmol). Stir at room temperature under a nitrogen atmosphere for 5 hours and dilute with methylene chloride. Wash with saturated aqueous sodium hydrogen carbonate, water, dry (MgSO4) and evaporate the solvent in vacuo. Purify by silica gel chromatography to give N-(benzyloxycarbonyl)-O-2-prope... Reactants: O=C([O-])N(Cc1ccccc1)CC1CCN(c2nc(-c3ccccc3O)nc3ccc(F)cc23)C1, CO. Yields the product NCC1CCN(c2nc(-c3ccccc3O)nc3ccc(F)cc23)C1. RXN SMILES: [CH2:1]([c:5]1[cH:6][cH:7][cH:9][cH:10][cH:11]1)[N:8]([C:2](=[O:3])[O-:4])[CH2:12][CH:13]1[CH2:14][N:15]([c:18]2[n:19][c:20](-[c:29]3[c:30]([OH:35])[cH:31][cH:32][cH:33][cH:34]3)[n:21][c:22]3[cH:23][cH:24][c:25]([F:28])[cH:26][c:27]23)[CH2:16][CH2:17]1.[CH3:36][OH:37]>>[NH2:8][CH2:12][CH:13]1[CH2:14][N:15]([c:18]2[n:19][c:20](-[c:29]3[c:30]([OH:35])[cH:31][cH:32][cH:33][cH:34]3)[n:21][c:22]3[cH:23][cH:24][c:25]([F:28])[cH:26][c:27]23)[CH2:16][CH2:17]1.